From a dataset of the Open Reaction Database (ORD), a public repository of structured organic reaction records. describe an organic reaction: reactants, conditions, products, and yield Starting materials: NC=1C=C2C=CC=NC2=C(N1)C1=CC(=CC=C1)[N+](=O)[O-] (6-amino-8-(3-nitrophenyl)-1,7-naphthyridine), [N+](=O)([O-])[O-].[Na+] (sodium nitrate). The solvent is S(O)(O)(=O)=O (sulfuric acid), O (water). Conditions: temperature 70 celsius, time 30 minute. The product is OC=1C=C2C=CC=NC2=C(N1)C1=CC(=CC=C1)[N+](=O)[O-] (6-Hydroxy-8-(3-nitrophenyl)-1,7-naphthyridine). Reaction SMILES: N[C:2]1[CH:3]=[C:4]2[C:9](=[C:10]([C:12]3[CH:17]=[CH:16][CH:15]=[C:14]([N+:18]([O-:20])=[O:19])[CH:13]=3)[N:11]=1)[N:8]=[CH:7][CH:6]=[CH:5]2.[N+]([O-])([O-])=[O:22].[Na+]>S(=O)(=O)(O)O.O>[OH:22][C:2]1[CH:3]=[C:4]2[C:9](=[C:10]([C:12]3[CH:17]=[CH:16][CH:15]=[C:14]([N+:18]([O-:20])=[O:19])[CH:13]=3)[N:11]=1)[N:8]=[CH:7][CH:6]=[CH:5]2 |f:1.2|. Procedure: To a solution of 6-amino-8-(3-nitrophenyl)-1,7-naphthyridine (500 mg, 1.87 mmol; prepared according to example 1) in concentrated sulfuric acid and water (3 ml, 2:1) is added sodium nitrate (155 mg, 2.25 mmol) at 4° C. After 30 minutes, the ice bath is removed, and the mixture is warmed to 70° C. for 30 minutes. the reaction mixture is poured onto ice, and the solution is neutralized by adding sodium bicarbonate. The precipitate is filtered and washed with water affording the title compound. mp ... Starting materials: NC(CO)(CCCC)CC (2-Amino-2-ethylhexan-1-ol), ClS(=O)(=O)O (chlorosulphonic acid). Run in C(C)#N (Acetonitrile). Reaction conditions: time 80 minute. The product is C(CCC)C1(NC1)CC (2-Butyl-2-ethylaziridine). Isolated yield 73.1%. As a reaction SMILES: [NH2:1][C:2]([CH2:9][CH3:10])([CH2:5][CH2:6][CH2:7][CH3:8])[CH2:3]O.ClS(O)(=O)=O>C(#N)C>[CH2:5]([C:2]1([CH2:9][CH3:10])[CH2:3][NH:1]1)[CH2:6][CH2:7][CH3:8]. Procedure: Acetonitrile (150 ml) and the product from (e) (20.0 g) were mixed under nitrogen, cooled to 2°-3° C. and chlorosulphonic acid (16.04 g, Aldrich) was added dropwise keeping the temperature below 10° C. The coolant was removed and the slurry left to stir for 80 minutes at room temperature. The reaction was concentrated in vacuo and co-distilled with water (50 ml). 50% Aqueous sodium hydroxide (55.2 g) and water (50 ml) were added and the mixture was distilled at atmospheric pressure. The organic ... RXN SMILES: [C:12]([CH3:13])(=[O:14])[O:15][c:16]1[cH:17][c:18]([CH:19]=[CH2:20])[cH:21][c:22]([O:24][C:25]([CH3:26])=[O:27])[cH:23]1.[C:1]([CH3:2])(=[O:3])[O:4][c:5]1[cH:6][cH:7][c:8]([Cl:11])[cH:9][cH:10]1.[C:28](=[O:29])([O-:30])[O-:31].[CH:34]([Cl:35])([Cl:36])[Cl:37].[CH:40](=[CH:41][C:42]([CH:43]=[CH:44][c:45]1[cH:46][cH:47][cH:48][cH:49][cH:50]1)=[O:51])[c:52]1[cH:53][cH:54][cH:55][cH:56][cH:57]1.[CH:58](=[CH:59][C:60]([CH:61]=[CH:62][c:63]1[cH:64][cH:65][cH:66][cH:67][cH:68]1)=[O:69])[c:70]1[cH:71][cH:72][cH:73][cH:74][cH:75]1.[CH:76](=[CH:77][C:78]([CH:79]=[CH:80][c:81]1[cH:82][cH:83][cH:84][cH:85][cH:86]1)=[O:87])[c:88]1[cH:89][cH:90][cH:91][cH:92][cH:93]1.[Cs+:32].[Cs+:33].[Pd:38].[Pd:39]>>[C:1]([CH3:2])(=[O:3])[O:4][c:5]1[cH:6][cH:7][c:8]([CH:20]=[CH:19][c:18]2[cH:17][c:16]([O:15][C:12]([CH3:13])=[O:14])[cH:23][c:22]([O:24][C:25]([CH3:26])=[O:27])[cH:21]2)[cH:9][cH:10]1. The reactants are C=Cc1cc(OC(C)=O)cc(OC(C)=O)c1, CC(=O)Oc1ccc(Cl)cc1, O=C([O-])[O-], ClC(Cl)Cl, O=C(C=Cc1ccccc1)C=Cc1ccccc1, O=C(C=Cc1ccccc1)C=Cc1ccccc1, O=C(C=Cc1ccccc1)C=Cc1ccccc1, [Cs+], [Cs+], [Pd], [Pd]. The product is CC(=O)Oc1ccc(C=Cc2cc(OC(C)=O)cc(OC(C)=O)c2)cc1. The reactants are COC(=O)C1C2C(N(C1)C(=O)OCC1=CC=CC=C1)CCN2C(=O)OC(C)(C)C (Hexahydro-pyrrolo[3,2-b]pyrrole-1,3,4-tricarboxylic acid 1-benzyl ester 4-tert-butyl ester 3-methyl ester), [OH-].[Na+] (NaOH). The solvent is CO (MeOH). Run at time 1.5 hour. The product is C(C)(C)(C)OC(=O)N1CCC2N(CC(C21)C(=O)O)C(=O)OCC2=CC=CC=C2 (Hexahydro-pyrrolo[3,2-b]pyrrole-1,3,4-tricarboxylic acid 1-benzyl ester 4-tert-butyl ester). The yield is 101.1%. Reaction SMILES: C[O:2][C:3]([CH:5]1[CH2:9][N:8]([C:10]([O:12][CH2:13][C:14]2[CH:19]=[CH:18][CH:17]=[CH:16][CH:15]=2)=[O:11])[CH:7]2[CH2:20][CH2:21][N:22]([C:23]([O:25][C:26]([CH3:29])([CH3:28])[CH3:27])=[O:24])[CH:6]12)=[O:4].[OH-].[Na+]>CO>[C:26]([O:25][C:23]([N:22]1[CH:6]2[CH:7]([N:8]([C:10]([O:12][CH2:13][C:14]3[CH:19]=[CH:18][CH:17]=[CH:16][CH:15]=3)=[O:11])[CH2:9][CH:5]2[C:3]([OH:4])=[O:2])[CH2:20][CH2:21]1)=[O:24])([CH3:29])([CH3:27])[CH3:28] |f:1.2|. Procedure details: A solution of 14 (923 mg, 2.28 mmol) in MeOH (20 mL) was treated with 1M NaOH (7.8 mL) at ambient temperature. After 1.5 h, the solution was concentrated and diluted with EtOAc and 1M HCl. The layers were separated and the aqueous phase was extracted with EtOAc. The combined organic extracts were washed successively with 1M HCl, and brine, dried over anhydrous Na2SO4, filtered and concentrated to afford 36 as a yellow-colored foam (900 mg) which was used without further purification. Mass spectr... The reactants are [Si](C)(C)(C(C)(C)C)O[C@@H](CNCCCCCCCCNC(=O)C=1C=C(C=CC1)S(=O)(=O)C=1C=C2C(=C(C=NC2=C(C1)C)C(=O)N)NC1=CC(=CC=C1)OC)C1=C2C=CC(NC2=C(C=C1)O)=O ((R)-6-[[3-[[8-[[2-[(tert-Butyldimethylsilyl)oxy]-2-(8-hydroxy-2-oxo-1,2-dihydroquinolin-5-yl]ethyl]amino]octyl]carbamoyl]phenyl]sulfonyl]-4-[(3-methoxyphenyl)amino]-8-methylquinoline-3-carboxamide), C57H63N6O9SSi, NC[C@H](O[Si](C)(C)C(C)(C)C)C1=CC=C(C2=C1OCC(N2)=O)O ((R)-8-(2-amino-1-((tert-butyldimethylsilyl)oxy)ethyl)-5-hydroxy-2H-benzo[b][1,4]oxazin-3(4H)-one), COC=1C=C(C=CC1)NC1=C(C=NC2=C(C=C(C=C12)S(=O)(=O)C1=CC(=CC=C1)C(NC1=CC=C(C=C1)C1=CC=C(C=C1)CCCC=O)=O)C)C(=O)N (4-((3-methoxyphenyl)amino)-8-methyl-6-((3-((4′-(4-oxobutyl)-(1,1-biphenyl]-4-yl)carbamoyl)phenyl)sulfonyl)quinoline-3-carboxamide). Reaction SMILES: [Si](O[C@H](C1C=CC(O)=C2C=1C=CC(=O)N2)CNCCCCCCCCNC(C1C=C(S(C2C=C3C(=C(C)C=2)N=CC(C(N)=O)=C3NC2C=CC=C(OC)C=2)(=O)=O)C=CC=1)=O)(C(C)(C)C)(C)C.[NH2:67][CH2:68][C@@H:69]([C:78]1[C:83]2[O:84][CH2:85][C:86](=[O:88])[NH:87][C:82]=2[C:81]([OH:89])=[CH:80][CH:79]=1)[O:70][Si:71]([C:74]([CH3:77])([CH3:76])[CH3:75])([CH3:73])[CH3:72].[CH3:90][O:91][C:92]1[CH:93]=[C:94]([NH:98][C:99]2[C:108]3[C:103](=[C:104]([CH3:138])[CH:105]=[C:106]([S:109]([C:112]4[CH:117]=[CH:116][CH:115]=[C:114]([C:118](=[O:137])[NH:119][C:120]5[CH:125]=[CH:124][C:123]([C:126]6[CH:131]=[CH:130][C:129]([CH2:132][CH2:133][CH2:134][CH:135]=O)=[CH:128][CH:127]=6)=[CH:122][CH:121]=5)[CH:113]=4)(=[O:111])=[O:110])[CH:107]=3)[N:102]=[CH:101][C:100]=2[C:139]([NH2:141])=[O:140])[CH:95]=[CH:96][CH:97]=1>>[Si:71]([O:70][C@H:69]([C:78]1[C:83]2[O:84][CH2:85][C:86](=[O:88])[NH:87][C:82]=2[C:81]([OH:89])=[CH:80][CH:79]=1)[CH2:68][NH:67][CH2:135][CH2:134][CH2:133][CH2:132][C:129]1[CH:130]=[CH:131][C:126]([C:123]2[CH:122]=[CH:121][C:120]([NH:119][C:118]([C:114]3[CH:113]=[C:112]([S:109]([C:106]4[CH:107]=[C:108]5[C:103](=[C:104]([CH3:138])[CH:105]=4)[N:102]=[CH:101][C:100]([C:139]([NH2:141])=[O:140])=[C:99]5[NH:98][C:94]4[CH:95]=[CH:96][CH:97]=[C:92]([O:91][CH3:90])[CH:93]=4)(=[O:110])=[O:111])[CH:117]=[CH:116][CH:115]=3)=[O:137])=[CH:125][CH:124]=2)=[CH:127][CH:128]=1)([C:74]([CH3:77])([CH3:75])[CH3:76])([CH3:73])[CH3:72]. Yields the product [Si](C)(C)(C(C)(C)C)O[C@@H](CNCCCCC1=CC=C(C=C1)C1=CC=C(C=C1)NC(=O)C=1C=C(C=CC1)S(=O)(=O)C=1C=C2C(=C(C=NC2=C(C1)C)C(=O)N)NC1=CC(=CC=C1)OC)C1=CC=C(C2=C1OCC(N2)=O)O ((R)-6-((3-((4′-(4-((2-((tert-butyldimethylsilyl)oxy)-2-(5-hydroxy-3-oxo-3,4-dihydro-2H-benzo[b][1,4]oxazin-8-yl)ethyl)amino)butyl)-[1,1′-biphenyl]-4-yl)carbamoyl)phenyl)sulfonyl)-4-((3-methoxyphenyl)amino)-8-methylquinoline-3-carboxamide). Reported procedure: The title compound was synthesized in a manner analogous to that described for Intermediate 148, using (R)-8-(2-amino-1-((tert-butyldimethylsilyl)oxy)ethyl)-5-hydroxy-2H-benzo[b][1,4]oxazin-3(4H)-one in place of Intermediate 2 and Intermediate 124 in place of Intermediate 112. ES/MS calcd. for C57H63N6O9SSi+ 1035.4. Found m/z=1035.6 (M+H)+. The reactants are P(Cl)(Cl)Cl (Phosphorus trichloride), C1=CC=C2C(=C1)C=CC(=C2C3=C(C=CC4=CC=CC=C43)O)O (1,1'-bi-2-naphthol). Product: phosphinite-phosphites, P1(OC2=C(C3=CC=CC=C3C=C2)C2=C(C=CC3=CC=CC=C23)O1)Cl (1,1'-binaphthyl-2,2'-diyl phosphorochloridite). RXN SMILES: [P:1]([Cl:4])(Cl)Cl.[CH:5]1[CH:10]=[C:9]2[CH:11]=[CH:12][C:13]([OH:26])=[C:14]([C:15]3[C:24]4[C:19](=[CH:20][CH:21]=[CH:22][CH:23]=4)[CH:18]=[CH:17][C:16]=3[OH:25])[C:8]2=[CH:7][CH:6]=1>>[P:1]1([Cl:4])[O:26][C:13]2[CH:12]=[CH:11][C:9]3[C:8]([C:14]=2[C:15]2[C:24]4[C:19]([CH:18]=[CH:17][C:16]=2[O:25]1)=[CH:20][CH:21]=[CH:22][CH:23]=4)=[CH:7][CH:6]=[CH:5][CH:10]=3. Procedure: The phosphinite-phosphites are synthesized as follows. Phosphorus trichloride is reacted with 1,1'-bi-2-naphthol to give the 1,1'-binaphthyl-2,2'-diyl phosphorochloridite. The chloridite is then reacted with either 1,1'-bi-2-naphthol or 2,2'-biphenol, followed by diphenylchlorophosphine. These reactions are all conducted stepwise in toluene with excess triethylamine present. The product is isolated by filtering off the triethylamine hydrochloride, then removing the solvent under reduced pressure... Starting materials: C(C1=CC=CC=C1)(=O)NC=1C(=CC2=C(C3C(C(O2)(C)C)O3)C1)[N+](=O)[O-] (6-(benzoylamino)-3,4-epoxy-3,4-dihydro-2,2-dimethyl-7-nitro-2H-1-benzopyran), N1CCCC1 (pyrrolidine). Solvent: C(C)O (ethanol). Product: C(C1=CC=CC=C1)(=O)NC=1C(=CC2=C([C@H]([C@@H](C(O2)(C)C)O)N2CCCC2)C1)[N+](=O)[O-] (trans-6-(benzoylamino)-3,4-dihydro-2,2-dimethyl-7-nitro-4-(1-pyrrolidinyl)-2H-1-benzopyran-3-ol). Isolated yield 23.0%. As a reaction SMILES: [C:1]([NH:9][C:10]1[C:11]([N+:23]([O-:25])=[O:24])=[CH:12][C:13]2[O:18][C:17]([CH3:20])([CH3:19])[CH:16]3[O:21][CH:15]3[C:14]=2[CH:22]=1)(=[O:8])[C:2]1[CH:7]=[CH:6][CH:5]=[CH:4][CH:3]=1.[NH:26]1[CH2:30][CH2:29][CH2:28][CH2:27]1>C(O)C>[C:1]([NH:9][C:10]1[C:11]([N+:23]([O-:25])=[O:24])=[CH:12][C:13]2[O:18][C:17]([CH3:20])([CH3:19])[C@@H:16]([OH:21])[C@H:15]([N:26]3[CH2:30][CH2:29][CH2:28][CH2:27]3)[C:14]=2[CH:22]=1)(=[O:8])[C:2]1[CH:3]=[CH:4][CH:5]=[CH:6][CH:7]=1. Procedure details: A solution of an ethanol (5 mL) solution of a 6-(benzoylamino)-3,4-epoxy-3,4-dihydro-2,2-dimethyl-7-nitro-2H-1-benzopyran (II-1) (147 mg, 0.43 mmol) was added with a pyrrolidine (0.07 mL) and heated under reflux for two hours. After the mixture was cooled to room temperature, the mixture was concentrated and the obtained residue was purified through silica gel column chromatography (hexane:ethyl acetate=3:1) to obtain the intended product (40.3 mg, 23%) as a brown solid. The reactants are COC1=CC=CC2=C1NC(CO2)CN(C(C)=O)[C@H](C)C2=CC=CC=C2 (N-[(5-methoxy-3,4-dihydro-2H-1,4-benzoxazin-3-yl)methyl]-N-[(1R)-1-phenylethyl]acetamide). The solvent is Cl (HCl). Yields the product COC1=CC=CC2=C1NC(CO2)CN[C@H](C)C2=CC=CC=C2 (N-[(5-methoxy-3,4-dihydro-2H-1,4-benzoxazin-3-yl)methyl]-N-[(1R)-1-phenylethyl]amine). Reaction SMILES: [CH3:1][O:2][C:3]1[C:8]2[NH:9][CH:10]([CH2:13][N:14]([C@@H:18]([C:20]3[CH:25]=[CH:24][CH:23]=[CH:22][CH:21]=3)[CH3:19])C(=O)C)[CH2:11][O:12][C:7]=2[CH:6]=[CH:5][CH:4]=1>Cl>[CH3:1][O:2][C:3]1[C:8]2[NH:9][CH:10]([CH2:13][NH:14][C@@H:18]([C:20]3[CH:25]=[CH:24][CH:23]=[CH:22][CH:21]=3)[CH3:19])[CH2:11][O:12][C:7]=2[CH:6]=[CH:5][CH:4]=1. Procedure: The product from Example 7D (24.8 g, 72.9 mmol) in 2.0M HCl (500 mL) was refluxed for 16 hours, cooled, concentrated to a volume of 100 mL, basified to pH 14 with 50% NaOH and extracted with ethyl acetate. The organic layer was dried (MgSO4) and concentrated. The residue was chromatographed on silica gel with ethyl acetate to provide two diastereomers, Rf 0.62 (ethyl acetate) and Rf 0.60 (ethyl acetate). 1H NMR (300 MHz, CDCl3, for Rf 0.62) δ1.35 (d, 3H), 1.55 (bs, 1H), 2.50-2.62 (m, 2H), 3.33 (...